This data is from the Open Reaction Database (ORD), a public repository of structured organic reaction records. The task is: describe an organic reaction: reactants, conditions, products, and yield The reactants are CC(C)(C)S(=O)N=Cc1cncc(Br)c1, C1CCOC1, C[Si](C)(C)C(F)(F)F. The product is CC(C)(C)S(=O)NC(c1cncc(Br)c1)C(F)(F)F. RXN SMILES: [Br:1][c:2]1[cH:3][c:4]([CH:8]=[N:9][S:10](=[O:11])[C:12]([CH3:13])([CH3:14])[CH3:15])[cH:5][n:6][cH:7]1.[CH2:24]1[O:25][CH2:26][CH2:27][CH2:28]1.[F:16][C:17]([F:18])([F:19])[Si:20]([CH3:21])([CH3:22])[CH3:23]>>[Br:1][c:2]1[cH:3][c:4]([CH:8]([NH:9][S:10](=[O:11])[C:12]([CH3:13])([CH3:14])[CH3:15])[C:17]([F:16])([F:18])[F:19])[cH:5][n:6][cH:7]1. The reactants are C(=O)C1=CC=C(OC=2C=CC(=NC2)C(=O)N)C=C1 (5-(4-formylphenoxy)pyridine-2-carboxamide), S1C2=C(C(=C1)CCN)C=CC=C2 (2-benzo[b]thiophen-3-ylethylamine). Product: S1C2=C(C(=C1)CCNCC1=CC=C(OC=3C=CC(=NC3)C(=O)N)C=C1)C=CC=C2 (5-{4-[(2-Benzo[b]thiophen-3-ylethylamino)methyl]phenoxy}pyridine-2-carboxamide). The yield is 50.2%. RXN SMILES: [CH:1]([C:3]1[CH:18]=[CH:17][C:6]([O:7][C:8]2[CH:9]=[CH:10][C:11]([C:14]([NH2:16])=[O:15])=[N:12][CH:13]=2)=[CH:5][CH:4]=1)=O.[S:19]1[CH:23]=[C:22]([CH2:24][CH2:25][NH2:26])[C:21]2[CH:27]=[CH:28][CH:29]=[CH:30][C:20]1=2>>[S:19]1[CH:23]=[C:22]([CH2:24][CH2:25][NH:26][CH2:1][C:3]2[CH:18]=[CH:17][C:6]([O:7][C:8]3[CH:9]=[CH:10][C:11]([C:14]([NH2:16])=[O:15])=[N:12][CH:13]=3)=[CH:5][CH:4]=2)[C:21]2[CH:27]=[CH:28][CH:29]=[CH:30][C:20]1=2. Procedure: Using a method similar to Example 405, a reaction of 5-(4-formylphenoxy)pyridine-2-carboxamide (Example 388, Part D) (0.0366 g, 0.151 mmol) and 2-benzo[b]thiophen-3-ylethylamine (0.0295 g, 0.166 mmol) gives the title compound (0.0306 g, 50.2%): TOF MS ES+ 404.1 (M+H)+, HRMS calcd for C23H22N3O2S 404.1433 (M+H)+, found 404.1423, time 0.39 min; HPLC [YMC-Pack Pro C-18 (150×4.6 mm, S-5 microm), 0.1% TFA/acetonitrile in 0.1% TFA/water at 1.0 mL/min, 20-99% over 23 min], tR=8.9 min. 100% purity.